Dataset: the Open Reaction Database (ORD), a public repository of structured organic reaction records. Task: describe an organic reaction: reactants, conditions, products, and yield The reactants are C(CCCC)=O (valeraldehyde), sodium t-amylate, C1(=CC=CC=C1)C (toluene), ClCC#N (chloroacetonitrile), C1(=CC=CC=C1)C (toluene). Yields the product CCC(C)C1(C#N)CO1 (3-butylglycidonitrile). RXN SMILES: [CH:1](=[O:6])[CH2:2][CH2:3][CH2:4][CH3:5].ClC[C:9]#[N:10].[C:11]1(C)C=CC=CC=1>>[CH3:5][CH2:4][CH:3]([C:2]1([O:6][CH2:1]1)[C:9]#[N:10])[CH3:11]. Procedure details: A solution of 17.2 g. of valeraldehyde and 16.5 g. of chloroacetonitrile in 20 ml. of toluene is treated with sodium t-amylate and worked up in the manner described in Example 3, above, to give a toluene solution of 3-butylglycidonitrile (I). Reactants: Cl(=O)[O-].[Na+] (sodium chlorite), CN1C(N(C(C2=C1SC(=C2CC=O)C)=O)C)=O ((1,3,6-Trimethyl-2,4-dioxo-1,2,3,4-tetrahydrothieno[2,3-d]pyrimidin-5-yl)acetaldehyde), intermediate, S(N)(O)(=O)=O (sulphamic acid). Run in O (water), CC(=O)C (acetone). Conditions: time 2 hour. Product: CN1C(N(C(C2=C1SC(=C2CC(=O)O)C)=O)C)=O ((1,3,6-Trimethyl-2,4-dioxo-1,2,3,4-tetrahydrothieno[2,3-d]pyrimidin-5-yl)acetic acid). As a reaction SMILES: [CH3:1][N:2]1[C:7]2[S:8][C:9]([CH3:14])=[C:10]([CH2:11][CH:12]=[O:13])[C:6]=2[C:5](=[O:15])[N:4]([CH3:16])[C:3]1=[O:17].S(=O)(=O)([OH:20])N.Cl([O-])=O.[Na+]>CC(C)=O.O>[CH3:1][N:2]1[C:7]2[S:8][C:9]([CH3:14])=[C:10]([CH2:11][C:12]([OH:20])=[O:13])[C:6]=2[C:5](=[O:15])[N:4]([CH3:16])[C:3]1=[O:17] |f:2.3|. Reported procedure: To a solution of Step 7 intermediate (900 mg, 3.57 mmol) and sulphamic acid (693 mg, 7.142 mmol) in acetone (17.8 ml) was added sodium chlorite (484 mg, 5.357 mmol) in water (5.35 ml) and reaction mixture was stirred for 2 h. The solvent was evaporated, diluted with water and acidified with 1N HCl. Solid obtained was filtered and dried to give 375 mg of title compound as a white solid. 1H NMR (300 MHz, DMSO-d6) δ 2.30 (s, 3H), 3.20 (s, 3H), 3.42 (s, 3H), 3.80 (s, 2H), 12.19 (br s, 1H); MS (m/z) ... Reactants: COC=1C=C2C(=CNC2=CC1)C1CCN(CC1)C (5-methoxy-3-(1-methylpiperidin-4-yl)indole). Solvent: Br (hydrobromic acid), C(C)(=O)O (acetic acid). Run at time 8 hour. The product is OC=1C=C2C(=CNC2=CC1)C1CCN(CC1)C (5-Hydroxy-3-(1-Methylpiperidin-4-yl)indole). Isolated yield 85.0%. Reaction SMILES: C[O:2][C:3]1[CH:4]=[C:5]2[C:9](=[CH:10][CH:11]=1)[NH:8][CH:7]=[C:6]2[CH:12]1[CH2:17][CH2:16][N:15]([CH3:18])[CH2:14][CH2:13]1>Br.C(O)(=O)C>[OH:2][C:3]1[CH:4]=[C:5]2[C:9](=[CH:10][CH:11]=1)[NH:8][CH:7]=[C:6]2[CH:12]1[CH2:17][CH2:16][N:15]([CH3:18])[CH2:14][CH2:13]1. Procedure details: A solution of 5-methoxy-3-(1-methylpiperidin-4-yl)indole (2.30 g, 9.4 mmol) in 30 mL of 30% hydrobromic acid in acetic acid was heated in a sealed tube at 105° C. for 72 hours. The reaction mixture was cooled to room temperature and concentrated in vacuo. The residue was dissolved in water, and the pH was adjusted to about 13 with 5N aqueous sodium hydroxide. The mixture was concentrated in vacuo, and the residue was chromatographed on a silica gel column, eluting with 20% 2M ammonia in methanol... Starting materials: FC1=C(C=CC=C1F)[C@@H]1C[C@@H](C=2N(C1)C(=CN2)CC(F)(F)F)N ((6S,8S)-6-(2,3-difluorophenyl)-3-(2,2,2-trifluoroethyl)-5,6,7,8-tetrahydroimidazo[1,2-a]pyridin-8-amine), O=C1[C@]2(C=3C(=NC=CC3)N1)CC1=CC=C(C=C1C2)C(=O)O ((2R)-2′-oxo-1,1′,2′,3-tetrahydrospiro[indene-2,3′-pyrrolo[2,3-b]pyridine]-5-carboxylic acid), ON1N=NC2=C1N=CC=C2 (1-hydroxy-7-azabenzotriazole), CN1CCOCC1 (N-methylmorpholine), Cl.CN(CCCN=C=NCC)C (1-(3-dimethylaminopropyl)-3-ethylcarbodiimide hydrochloride). The solvent is O (Water). Conditions: time 25 minute. Yields the product FC1=C(C=CC=C1F)[C@@H]1C[C@@H](C=2N(C1)C(=CN2)CC(F)(F)F)NC(=O)C=2C=C1C[C@]3(C(NC4=NC=CC=C43)=O)CC1=CC2 ((2R)—N-[(6S,8S)-6-(2,3-Difluorophenyl)-3-(2,2,2-trifluoroethyl)-5,6,7,8-tetrahydroimidazo[1,2-a]pyridin-8-yl]-2′-oxo-1,1′,2′,3-tetrahydrospiro[indene-2,3′-pyrrolo[2,3-b]pyridine]-5-carboxamide). Isolated yield 76.9%. As a reaction SMILES: [F:1][C:2]1[C:7]([F:8])=[CH:6][CH:5]=[CH:4][C:3]=1[C@H:9]1[CH2:14][N:13]2[C:15]([CH2:18][C:19]([F:22])([F:21])[F:20])=[CH:16][N:17]=[C:12]2[C@@H:11]([NH2:23])[CH2:10]1.[O:24]=[C:25]1[NH:33][C:28]2=[N:29][CH:30]=[CH:31][CH:32]=[C:27]2[C@:26]21[CH2:41][C:40]1[C:35](=[CH:36][CH:37]=[C:38]([C:42](O)=[O:43])[CH:39]=1)[CH2:34]2.ON1C2N=CC=CC=2N=N1.CN1CCOCC1.Cl.CN(C)CCCN=C=NCC>O>[F:1][C:2]1[C:7]([F:8])=[CH:6][CH:5]=[CH:4][C:3]=1[C@H:9]1[CH2:14][N:13]2[C:15]([CH2:18][C:19]([F:22])([F:20])[F:21])=[CH:16][N:17]=[C:12]2[C@@H:11]([NH:23][C:42]([C:38]2[CH:39]=[C:40]3[C:35](=[CH:36][CH:37]=2)[CH2:34][C@:26]2([C:27]4[C:28](=[N:29][CH:30]=[CH:31][CH:32]=4)[NH:33][C:25]2=[O:24])[CH2:41]3)=[O:43])[CH2:10]1 |f:4.5|. Procedure: To a solution of (6S,8S)-6-(2,3-difluorophenyl)-3-(2,2,2-trifluoroethyl)-5,6,7,8-tetrahydroimidazo[1,2-a]pyridin-8-amine (7.0 mg, 0.023 mmol) in N,N-dimethylforinamide (105 μL) was added (2R)-2′-oxo-1,1′,2′,3-tetrahydrospiro[indene-2,3′-pyrrolo[2,3-b]pyridine]-5-carboxylic acid (6.5 mg, 0.023 mmol), 1-hydroxy-7-azabenzotriazole (0.3 mg, 2.1 μmol), N-methylmorpholine (2.56 μL, 0.023 mmol) and 1-(3-dimethylaminopropyl)-3-ethylcarbodiimide hydrochloride (4.46 mg, 0.023 mmol). The mixture was stirre... Reactants: C(C)OC(=O)C1CC2=C(N3CCCC4=CC=CC2=C34)C(N1)C1=CC=CC=C1 (10-ethoxycarbonyl-8-phenyl-5,6,8,9,10,11-hexahydro-4H-pyrido[4',3':4,5]pyrrolo[3,2,1-ij]quinoline), [S] (sulphur), [S] (sulphur). Run in C=1(C(=CC=CC1)C)C (xylene). Conditions: time 8 hour. The product is C(C)OC(=O)C1=CC2=C(N3CCCC4=CC=CC2=C34)C(=N1)C1=CC=CC=C1 (10-ethoxycarbonyl-8-phenyl-5,6-dihydro-4H-pyrido-[4',3':4,5]pyrrolo[3,2,1-ij]quinoline). Isolated yield 58.9%. Reaction SMILES: [CH2:1]([O:3][C:4]([CH:6]1[NH:21][CH:20]([C:22]2[CH:27]=[CH:26][CH:25]=[CH:24][CH:23]=2)[C:9]2[N:10]3[C:19]4[C:14](=[CH:15][CH:16]=[CH:17][C:18]=4[C:8]=2[CH2:7]1)[CH2:13][CH2:12][CH2:11]3)=[O:5])[CH3:2].[S]>C1(C)C(C)=CC=CC=1>[CH2:1]([O:3][C:4]([C:6]1[N:21]=[C:20]([C:22]2[CH:27]=[CH:26][CH:25]=[CH:24][CH:23]=2)[C:9]2[N:10]3[C:19]4[C:14](=[CH:15][CH:16]=[CH:17][C:18]=4[C:8]=2[CH:7]=1)[CH2:13][CH2:12][CH2:11]3)=[O:5])[CH3:2] |^3:27|. Procedure details: 3.6 g (10 mmol) of 10-ethoxycarbonyl-8-phenyl-5,6,8,9,10,11-hexahydro-4H-pyrido[4',3':4,5]pyrrolo[3,2,1-ij]quinoline (a mixture of isomers), obtained analogously to the method of example I a) to c) were boiled while stirring for 8 hours together with 0.8 g (25 mmol) of sulphur in 25 ml of xylene. Another 0.2 g of sulphur were added and boiling with stirring was carried out for another 8 hours. The reaction mixture was evaporated in vacuum and chromatographed over 150 g of silicagel using methyle...